This data is from the Open Reaction Database (ORD), a public repository of structured organic reaction records. The task is: describe an organic reaction: reactants, conditions, products, and yield Reactants: ClN1C(CCC1=O)=O (N-Chlorosuccinimide), CSCC(=O)OCC (ethyl (methylthio)acetate). The solvent is C(Cl)(Cl)(Cl)Cl (carbon tetrachloride). Reaction conditions: time 17 hour. Yields the product ClC(C(=O)OCC)SC (ethyl chloro(methylthio)acetate). Isolated yield 42.7%. As a reaction SMILES: [Cl:1]N1C(=O)CCC1=O.[CH3:9][S:10][CH2:11][C:12]([O:14][CH2:15][CH3:16])=[O:13]>C(Cl)(Cl)(Cl)Cl>[Cl:1][CH:11]([S:10][CH3:9])[C:12]([O:14][CH2:15][CH3:16])=[O:13]. Procedure: N-Chlorosuccinimide (5.97 g, 44.71 mmol) was added portionwise to ethyl (methylthio)acetate (6.00 g, 44.71 mmol) in carbon tetrachloride (30 mL) at 0° C. under argon and the reaction was allowed to warm to room temperature and stirred for 17 hours. The reaction mixture was filtered and the filtrate was concentrated under vacuum. The oil was purified by distillation to give 3.22 g (43%) of ethyl chloro(methylthio)acetate as an oil. 1H NMR (400 MHz, d6-DMSO): δ 6.10 (s, 1H), 4.20 (q, J=7 Hz, 2H), ... The reactants are C1(=CC=CC=C1)C1CSC2=C(N1CC#N)C=CC=C2 (2-(3-Phenyl-2,3-dihydro-4H-1,4-benzothiazin-4-yl)acetonitrile), C(C(C)C)(=O)Cl (isobutyryl chloride). Yields the product CC(C(=O)NCCN1C(CSC2=C1C=CC=C2)C2=CC=CC=C2)C (2-Methyl-N-[2-(3-phenyl-2,3-dihydro-4H-1,4-benzothiazin-4-yl)ethyl]propanamide). As a reaction SMILES: [C:1]1([CH:7]2[N:12]([CH2:13][C:14]#[N:15])[C:11]3[CH:16]=[CH:17][CH:18]=[CH:19][C:10]=3[S:9][CH2:8]2)[CH:6]=[CH:5][CH:4]=[CH:3][CH:2]=1.[C:20](Cl)(=[O:24])[CH:21]([CH3:23])[CH3:22]>>[CH3:22][CH:21]([CH3:23])[C:20]([NH:15][CH2:14][CH2:13][N:12]1[C:11]2[CH:16]=[CH:17][CH:18]=[CH:19][C:10]=2[S:9][CH2:8][CH:7]1[C:1]1[CH:2]=[CH:3][CH:4]=[CH:5][CH:6]=1)=[O:24]. Reported procedure: The procedure is as in Example 15, starting from the compound obtained in Step A and with the replacement of benzoyl chloride with isobutyryl chloride. The reactants are C(C1=CC=CC=C1)(=O)N1C2=C(C(C(CC1)Br)=O)C=CC=C2 (1-Benzoyl-4-bromo-1,2,3,4-tetrahydro-benzo[b]azepin-5-one), C(C)(=S)N (thioacetamide). Run in C(C)O (ethanol). Conditions: time 16 hour. Product: CC=1SC=2CCN(C3=C(C2N1)C=CC=C3)C(=O)C3=CC=CC=C3 ((2-Methyl-4,5-dihydro-3-thia-1,6-diaza-benzo[e]azulen-6-yl)-phenyl-methanone). The yield is 70.0%. As a reaction SMILES: [C:1]([N:9]1[CH2:15][CH2:14][CH:13](Br)[C:12](=O)[C:11]2[CH:18]=[CH:19][CH:20]=[CH:21][C:10]1=2)(=[O:8])[C:2]1[CH:7]=[CH:6][CH:5]=[CH:4][CH:3]=1.[C:22]([NH2:25])(=[S:24])[CH3:23]>C(O)C>[CH3:23][C:22]1[S:24][C:13]2[CH2:14][CH2:15][N:9]([C:1]([C:2]3[CH:7]=[CH:6][CH:5]=[CH:4][CH:3]=3)=[O:8])[C:10]3[CH:21]=[CH:20][CH:19]=[CH:18][C:11]=3[C:12]=2[N:25]=1. Procedure details: To a solution of 1-benzoyl-4-bromo-1,2,3,4-tetrahydrobenzo[b]azepin-5-one (11.0 g, 2.9 mmol) from Example E5.7 in ethanol (50 ml) was added thioacetamide (0.75 g, 10 mmol). The solution was stirred for 16 h. The resultant suspension was reduced in volume by evaporation and cooled. The precipitate was collected by filtration and the solid was washed with cold ethanol and dried to yield the title compound as a white solid (0.65 g, 70%). Isolated yield 44.3%. The reactants are CC1=NNC2=C1CN(CC2)C(=O)OC(C)(C)C (tert-butyl 3-methyl-6,7-dihydro-1H-pyrazolo[4,3-c]pyridine-5(4H)-carboxylate), C(=O)([O-])[O-].[K+].[K+] (K2CO3), IC (iodomethane). Reported procedure: To a solution of tert-butyl 3-methyl-6,7-dihydro-1H-pyrazolo[4,3-c]pyridine-5(4H)-carboxylate (7.50 g, 29.84 mmol, 1.0 eq) in acetone was added K2CO3 (13.00 g, 3.0 eq) and iodomethane (2.20 mL, 1.2 eq). The reaction mixture was heated to reflux for 1.5 h and concentrated in vacuo. The residue was chromatographed with a silica gel column (eluting agent: 90:1 (v/v) DCM/MeOH) to give the title compounds tert-butyl1,3-dimethyl-6,7-dihydro-1H-pyrazolo[4,3-c]pyridine-5(4H)-carboxylate (3.0 g, 37.97%) ... The solvent is CC(=O)C (acetone). Product: title compounds, C(C)(C)(C)OC(=O)N1CC2=C(CC1)N(N=C2C)C (tert-butyl1,3-dimethyl-6,7-dihydro-1H-pyrazolo[4,3-c]pyridine-5(4H)-carboxylate), CN1N=C2C(CN(CC2)C(=O)OC(C)(C)C)=C1C (tert-butyl 2,3-dimethyl-6,7-dihydro-2H-pyrazolo[4,3-c]pyridine-5(4H)-carboxylate). Reaction SMILES: [CH3:1][C:2]1[C:6]2[CH2:7][N:8]([C:11]([O:13][C:14]([CH3:17])([CH3:16])[CH3:15])=[O:12])[CH2:9][CH2:10][C:5]=2[NH:4][N:3]=1.[C:18]([O-])([O-])=O.[K+].[K+].IC>CC(C)=O>[C:14]([O:13][C:11]([N:8]1[CH2:9][CH2:10][C:5]2[N:4]([CH3:18])[N:3]=[C:2]([CH3:1])[C:6]=2[CH2:7]1)=[O:12])([CH3:17])([CH3:16])[CH3:15].[CH3:18][N:3]1[C:2]([CH3:1])=[C:6]2[CH2:7][N:8]([C:11]([O:13][C:14]([CH3:17])([CH3:16])[CH3:15])=[O:12])[CH2:9][CH2:10][C:5]2=[N:4]1 |f:1.2.3|.